From a dataset of the Open Reaction Database (ORD), a public repository of structured organic reaction records. describe an organic reaction: reactants, conditions, products, and yield Starting materials: C[S-], COCCOC, Cc1c(OS(=O)(=O)C(F)(F)F)nc(N)nc1-c1ccco1, [Na+]. The product is Cc1c(-c2ccco2)nc(N)[nH]c1=O. Reaction SMILES: [CH3:22][S-:23].[CH3:25][O:26][CH2:27][CH2:28][O:29][CH3:30].[NH2:1][c:2]1[n:3][c:4](-[c:17]2[o:18][cH:19][cH:20][cH:21]2)[c:5]([CH3:16])[c:6]([O:8][S:9]([C:10]([F:11])([F:12])[F:13])(=[O:14])=[O:15])[n:7]1.[Na+:24]>>[NH2:1][c:2]1[n:3][c:4](-[c:17]2[o:18][cH:19][cH:20][cH:21]2)[c:5]([CH3:16])[c:6](=[O:8])[nH:7]1.